This data is from the Open Reaction Database (ORD), a public repository of structured organic reaction records. The task is: describe an organic reaction: reactants, conditions, products, and yield Reactants: C(=O)=O (CO2), C(C(=O)Cl)(=O)Cl (oxalyl chloride), CN(C(N(C)C)=O)C (tetramethylurea). Solvent: C(Cl)(Cl)(Cl)Cl (carbon tetrachloride), C(Cl)(Cl)(Cl)Cl (carbon tetrachloride). The product is [Cl-].CN(C(=[N+](C)C)Cl)C (Tetramethylchloroformamidinium chloride), solid. RXN SMILES: C(Cl)(=O)C([Cl:4])=O.[CH3:7][N:8]([CH3:14])[C:9](=O)[N:10]([CH3:12])[CH3:11].C(=O)=O>C(Cl)(Cl)(Cl)Cl>[Cl-:4].[CH3:7][N:8]([CH3:14])[C:9]([Cl:4])=[N+:10]([CH3:12])[CH3:11] |f:4.5|. Reported procedure: A solution of 3.2 ml (0.037 mol) of oxalyl chloride in 30 ml of anhydrous carbon tetrachloride is added dropwise to a solution of 4.4 ml (0.037 mol) of tetramethylurea in 20 ml of anhydrous carbon tetrachloride with stirring. The reaction medium is maintained at reflux, with continued stirring, until the evolution of gases (CO and CO2) formed by the reaction has ceased. The CCl4 is then eliminated by distillation at atmospheric pressure. Tetramethylchloroformamidinium chloride is obtained in the... The product is OC=1C=CC2=C(C(C(O2)=O)C2=C(C=CC(=C2)C)C)C1 (5-hydroxy-2-oxo-3-(2,5-dimethylphenyl)-2,3-dihydrobenzofuran). RXN SMILES: [CH3:1][C:2]1[CH:12]=[CH:11][C:10]([CH3:13])=[CH:9][C:3]=1[CH:4](O)[C:5]([OH:7])=[O:6].[C:14]1([CH:21]=[CH:20][C:18](O)=[CH:17][CH:16]=1)[OH:15].S(=O)(=O)(O)O>C1(C)C=CC=CC=1>[OH:15][C:14]1[CH:16]=[CH:17][C:18]2[O:7][C:5](=[O:6])[CH:4]([C:3]3[CH:9]=[C:10]([CH3:13])[CH:11]=[CH:12][C:2]=3[CH3:1])[C:20]=2[CH:21]=1. Reported procedure: By the method described in GB 2068402A 2,5-dimethylmandelic acid (65 parts) was reacted with hydroquinone (33 parts) and 98% sulfuric acid (32 parts) and toluene (440 parts) to give 5-hydroxy-2-oxo-3-(2,5-dimethylphenyl)-2,3-dihydrobenzofuran (33 parts) which was isolated by crystallisation and chromatography. The 1Hnmr spectrum of the purified product was consistent with structure. Reactants: 2068402A, CC1=C(C(C(=O)O)O)C=C(C=C1)C (2,5-dimethylmandelic acid), C1(O)=CC=C(O)C=C1 (hydroquinone), S(O)(O)(=O)=O (sulfuric acid). Run in C1(=CC=CC=C1)C (toluene). Starting materials: N[C@H]1[C@@H]2N(C(=C(CS2)CSC=2N(NC(C(N2)=O)=O)C)C(=O)O)C1=O (7β-amino-3-(5,6-dioxo-2-methyl-1,2,5,6-tetrahydro-1,2,4-triazin-3-yl)thiomethyl-3-cephem-4-carboxylic acid), C([O-])(O)=O.[Na+] (sodium bicarbonate), C([O-])(O)=O.[Na+] (sodium bicarbonate), Cl (hydrochloric acid), C1(CC1)ON=C(C(=O)O)C=1N=C(SC1)NC=O (2-cyclopropyloxyimino-2-(2-formamidothiazol-4-yl)acetic acid). The solvent is C(C)(=O)OCC (ethyl acetate), O1CCCC1 (tetrahydrofuran), O (water). Yields the product C1(CC1)ON=C(C(=O)N[C@H]1[C@@H]2N(C(=C(CS2)CSC=2N(NC(C(N2)=O)=O)C)C(=O)O)C1=O)C=1N=C(SC1)NC=O (7β-[2-cyclopropyloxyimino-2 -(2-formamidothiazol-4-yl)acetamido]-3-(5,6-dioxo-2-methyl-1,2,5,6-tetrahydro-1,2,4-triazin-3-yl)thiomethyl-3-cephem-4-carboxylic acid). Isolated yield 57.5%. Reaction SMILES: [NH2:1][C@@H:2]1[C:23](=[O:24])[N:4]2[C:5]([C:20]([OH:22])=[O:21])=[C:6]([CH2:9][S:10][C:11]3[N:12]([CH3:19])[NH:13][C:14](=[O:18])[C:15](=[O:17])[N:16]=3)[CH2:7][S:8][C@H:3]12.C(=O)(O)[O-].[Na+].[CH:30]1([O:33][N:34]=[C:35]([C:39]2[N:40]=[C:41]([NH:44][CH:45]=[O:46])[S:42][CH:43]=2)[C:36](O)=[O:37])[CH2:32][CH2:31]1.Cl>O1CCCC1.O.C(OCC)(=O)C>[CH:30]1([O:33][N:34]=[C:35]([C:39]2[N:40]=[C:41]([NH:44][CH:45]=[O:46])[S:42][CH:43]=2)[C:36]([NH:1][C@@H:2]2[C:23](=[O:24])[N:4]3[C:5]([C:20]([OH:22])=[O:21])=[C:6]([CH2:9][S:10][C:11]4[N:12]([CH3:19])[NH:13][C:14](=[O:18])[C:15](=[O:17])[N:16]=4)[CH2:7][S:8][C@H:3]23)=[O:37])[CH2:32][CH2:31]1 |f:1.2|. Procedure details: To a solution of 7β-amino-3-(5,6-dioxo-2-methyl-1,2,5,6-tetrahydro-1,2,4-triazin-3-yl)thiomethyl-3-cephem-4-carboxylic acid (966 mg) and sodium bicarbonate (437 mg) in a mixture of tetrahydrofuran (10 ml) and water (10 ml) was dropwise added the activated acid solution, prepared from 2-cyclopropyloxyimino-2-(2-formamidothiazol-4-yl)acetic acid (syn isomer) (500 mg) according to a similar manner to that described in Example 1, with stirring and keeping pH 7.0 to 8.0 with saturated aqueous solutio...